Dataset: the Open Reaction Database (ORD), a public repository of structured organic reaction records. Task: describe an organic reaction: reactants, conditions, products, and yield The reactants are Cl.C(CCCCCCCCCCCCCCCCC)OC=1C=C(C=CC1)C(CNCC)=O (m-stearyloxy-ω-(N-ethylamino)-acetophenone hydrochloride). The reagents and catalysts are [Pd] (palladium charcoal). The solvent is CO (methanol). Yields the product Cl.C(CCCCCCCCCCCCCCCCC)OC=1C=C(C=CC1)C(CNCC)O (1-(m-Stearyloxy-phenyl)-1-hydroxy-2-(N-ethylamino)-ethane hydrochloride). RXN SMILES: [ClH:1].[CH2:2]([O:20][C:21]1[CH:22]=[C:23]([C:27](=[O:32])[CH2:28][NH:29][CH2:30][CH3:31])[CH:24]=[CH:25][CH:26]=1)[CH2:3][CH2:4][CH2:5][CH2:6][CH2:7][CH2:8][CH2:9][CH2:10][CH2:11][CH2:12][CH2:13][CH2:14][CH2:15][CH2:16][CH2:17][CH2:18][CH3:19]>CO.[Pd]>[ClH:1].[CH2:2]([O:20][C:21]1[CH:22]=[C:23]([CH:27]([OH:32])[CH2:28][NH:29][CH2:30][CH3:31])[CH:24]=[CH:25][CH:26]=1)[CH2:3][CH2:4][CH2:5][CH2:6][CH2:7][CH2:8][CH2:9][CH2:10][CH2:11][CH2:12][CH2:13][CH2:14][CH2:15][CH2:16][CH2:17][CH2:18][CH3:19] |f:0.1,4.5|. Reported procedure: 72 gm (0.15 mol) of the product obtained in step (a) were hydrogenated in 1.44 liters of methanol and in the presence of 5 gm of 5% palladium charcoal at 5 atmospheres and 60° C. After the absorption of hydrogen had ceased, the catalyst was filtered off, and the methanol was distilled out of the filtrate. The crystalline residue was stirred with acetonitrile, the mixture was vacuum-filtered, and the filter cake was recrystallized from ethanol, yielding 69 gm (95.% of theory) of the compound of t... Starting materials: FC(C=1C=C(CN(C(=O)C2=NC(=NC=C2Br)SC)C)C=C(C1)C(F)(F)F)(F)F (5-bromo-2-methylsulfanyl-pyrimidine-4-carboxylic acid (3,5-bis-trifluoromethyl-benzyl)-methyl-amide), tetrakis-(triphenylphosphin)palladium, C1(=CC=CC=C1)B(O)O (phenylboronic acid), C(=O)([O-])[O-].[Na+].[Na+] (Na2CO3). The solvent is COCCOC (1,2-dimethoxyethane), O (H2O). Yields the product FC(C=1C=C(CN(C(=O)C2=NC(=NC=C2C2=CC=CC=C2)SC)C)C=C(C1)C(F)(F)F)(F)F (2-methylsulfanyl-5-phenyl-pyrimidine-4-carboxylic acid (3,5-bis-trifluoromethyl-benzyl)-methyl-amide). The yield is 69.0%. RXN SMILES: [F:1][C:2]([F:28])([F:27])[C:3]1[CH:4]=[C:5]([CH:20]=[C:21]([C:23]([F:26])([F:25])[F:24])[CH:22]=1)[CH2:6][N:7]([CH3:19])[C:8]([C:10]1[C:15](Br)=[CH:14][N:13]=[C:12]([S:17][CH3:18])[N:11]=1)=[O:9].[C:29]1(B(O)O)[CH:34]=[CH:33][CH:32]=[CH:31][CH:30]=1.C([O-])([O-])=O.[Na+].[Na+]>COCCOC.O>[F:1][C:2]([F:28])([F:27])[C:3]1[CH:4]=[C:5]([CH:20]=[C:21]([C:23]([F:26])([F:25])[F:24])[CH:22]=1)[CH2:6][N:7]([CH3:19])[C:8]([C:10]1[C:15]([C:29]2[CH:34]=[CH:33][CH:32]=[CH:31][CH:30]=2)=[CH:14][N:13]=[C:12]([S:17][CH3:18])[N:11]=1)=[O:9] |f:2.3.4|. Reported procedure: To a suspension of 3.50 g (7.17 mmol) 5-bromo-2-methylsulfanyl-pyrimidine-4-carboxylic acid (3,5-bis-trifluoromethyl-benzyl)-methyl-amide, 0.213 g (0.2 mmol) tetrakis-(triphenylphosphin)palladium and 0.96 g (7.89 mmol) phenylboronic acid in 40 ml 1,2-dimethoxyethane a solution of 0.83 g (7.89 mmol) Na2CO3 in 15 ml H2O was added. The resulting reaction mixture was heated at reflux for 16 hrs. After evaporation of the 1,2-dimethoxyethan, the aqueous phase was extracted twice with 50 ml CH2Cl2. The...